This data is from the Open Reaction Database (ORD), a public repository of structured organic reaction records. The task is: describe an organic reaction: reactants, conditions, products, and yield The reactants are ClC1=CC=C(C=C1)C(C1=C(C=C(C=C1)Cl)Cl)O[C@H]1CCC[C@@H](O1)COS(=O)(=O)C1=CC=C(C)C=C1 (trans-6-[α-(4-chlorophenyl)-2,4-dichlorobenzyloxy]-2-tosyloxymethyltetrahydropyran), [I-].[Na+] (sodium iodide), [H-].[Na+] (sodium hydride), N1C=NC=C1 (imidazole). Run in O (water), CN(C=O)C (dimethylformamide), CN(C=O)C (dimethylformamide). Reaction conditions: temperature 80 celsius, time 30 minute. Yields the product ClC1=CC=C(C=C1)C(C1=C(C=C(C=C1)Cl)Cl)O[C@H]1CCC[C@@H](O1)CN1C=NC=C1 (Trans-1-{6-[α-(4-chlorophenyl)-2,4-dichlorobenzyloxy]tetrahydropyran-2-ylmethyl}imidazole). Yield: 75.3%. Reaction SMILES: [H-].[Na+].[NH:3]1[CH:7]=[CH:6][N:5]=[CH:4]1.[Cl:8][C:9]1[CH:14]=[CH:13][C:12]([CH:15]([O:24][C@@H:25]2[O:30][C@@H:29]([CH2:31]OS(C3C=CC(C)=CC=3)(=O)=O)[CH2:28][CH2:27][CH2:26]2)[C:16]2[CH:21]=[CH:20][C:19]([Cl:22])=[CH:18][C:17]=2[Cl:23])=[CH:11][CH:10]=1.[I-].[Na+]>CN(C)C=O.O>[Cl:8][C:9]1[CH:10]=[CH:11][C:12]([CH:15]([O:24][C@@H:25]2[O:30][C@@H:29]([CH2:31][N:3]3[CH:7]=[CH:6][N:5]=[CH:4]3)[CH2:28][CH2:27][CH2:26]2)[C:16]2[CH:21]=[CH:20][C:19]([Cl:22])=[CH:18][C:17]=2[Cl:23])=[CH:13][CH:14]=1 |f:0.1,4.5|. Procedure details: 114 mg of 55% sodium hydride were added to a solution of 323 mg of imidazole in 10 ml of dimethylformamide, and, after the mixture had been stirred at 80° C. for 30 minutes, it was cooled to room temperature. There were then added 2.20 g of trans-6-[α-(4-chlorophenyl)-2,4-dichlorobenzyloxy]-2-tosyloxymethyltetrahydropyran, dissolved in 15 ml of dimethylformamide, and then 594 mg of sodium iodide were added to the mixture. The resulting mixture stirred under a stream of nitrogen at 90°-95° C. for... Starting materials: C(=C)C1=CC=2N(C=C1)C(=NN2)C2=NC1=C(C=CC=C1C=C2)N2CCC(CC2)CNC(OC(C)(C)C)=O (tert-butyl (1-(2-(7-vinyl-[1,2,4]triazolo[4,3-a]pyridin-3-yl)quinolin-8-yl)piperidin-4-yl)methylcarbamate), C[N+]1(CCOCC1)[O-] (4-methylmorpholine N-oxide), CC(=O)C (acetone). Reagents/catalysts: O=[Os](=O)(=O)=O (OsO4). Reaction conditions: time 2 hour. Yields the product OC(CO)C1=CC=2N(C=C1)C(=NN2)C2=NC1=C(C=CC=C1C=C2)N2CCC(CC2)CNC(OC(C)(C)C)=O (tert-butyl (1-(2-(7-(1,2-dihydroxyethyl)-[1,2,4]triazolo[4,3-a]pyridin-3-yl)quinolin-8-yl)piperidin-4-yl)methylcarbamate). As a reaction SMILES: C(C1[CH:8]=[CH:7][N:6]2[C:9]([C:12]3[CH:21]=[CH:20][C:19]4[C:14](=[C:15]([N:22]5[CH2:27][CH2:26][CH:25]([CH2:28][NH:29][C:30](=[O:36])[O:31][C:32]([CH3:35])([CH3:34])[CH3:33])[CH2:24][CH2:23]5)[CH:16]=[CH:17][CH:18]=4)[N:13]=3)=[N:10][N:11]=[C:5]2[CH:4]=1)=C.C[N+]1([O-])CC[O:41]CC1.[CH3:45][C:46]([CH3:48])=[O:47]>O=[Os](=O)(=O)=O>[OH:47][CH:46]([C:48]1[CH:8]=[CH:7][N:6]2[C:9]([C:12]3[CH:21]=[CH:20][C:19]4[C:14](=[C:15]([N:22]5[CH2:27][CH2:26][CH:25]([CH2:28][NH:29][C:30](=[O:36])[O:31][C:32]([CH3:35])([CH3:34])[CH3:33])[CH2:24][CH2:23]5)[CH:16]=[CH:17][CH:18]=4)[N:13]=3)=[N:10][N:11]=[C:5]2[CH:4]=1)[CH2:45][OH:41]. Procedure details: To tert-butyl (1-(2-(7-vinyl-[1,2,4]triazolo[4,3-a]pyridin-3-yl)quinolin-8-yl)piperidin-4-yl)methylcarbamate (68 mg, 0.14 mmol) in acetone (2 mL) was added OsO4 (178 mg, 0.014 mmol) (2% in tBuOH) and 4-methylmorpholine N-oxide (49 mg, 0.21 mmol) (50% in H2O). The reaction was stirred for 2 hours and then concentrated. The crude material was purified by silica gel chromatography (20:1 Hexane/EtOAc) to provide the final product. Starting materials: C(C1=CC=CC=C1)NC(NC=1SC=C(N1)C(C(=O)OCC)=O)=O (ethyl 2-(3-benzylureido)thiazol-4-ylglyoxylate), S1C(=S)N(C(=O)C1)CC(=O)O (rhodanine-3-acetic acid), [Cl-].[NH4+] (ammonium chloride), N (ammonia). Procedure: Following a procedure similar to that described in Example 1, the desired compound was prepared from 1.67 g of ethyl 2-(3-benzylureido)thiazol-4-ylglyoxylate, 0.95 g of rhodanine-3-acetic acid, 0.5 g of ammonium chloride, 0.5 ml of 28% v/v aqueous ammonia and 25 ml of ethanol. The resulting product was a yellow powder having the following physical properties. The product is O.O.C(C1=CC=CC=C1)NC(NC=1SC=C(N1)C(C(=O)OCC)=C1C(N(C(S1)=S)CC(=O)O)=O)=O (5-{1-[2-(3-Benzylureido)thiazol-4-yl]-1-ethoxycarbonylmethylene}rhodanine-3-acetic acid dihydrate). As a reaction SMILES: [CH2:1]([NH:8][C:9](=[O:23])[NH:10][C:11]1[S:12][CH:13]=[C:14]([C:16](=O)[C:17]([O:19][CH2:20][CH3:21])=[O:18])[N:15]=1)[C:2]1[CH:7]=[CH:6][CH:5]=[CH:4][CH:3]=1.[S:24]1[CH2:30][C:28](=[O:29])[N:27]([CH2:31][C:32]([OH:34])=[O:33])[C:25]1=[S:26].[Cl-].[NH4+].N>C(O)C>[OH2:18].[OH2:29].[CH2:1]([NH:8][C:9](=[O:23])[NH:10][C:11]1[S:12][CH:13]=[C:14]([C:16](=[C:30]2[S:24][C:25](=[S:26])[N:27]([CH2:31][C:32]([OH:34])=[O:33])[C:28]2=[O:29])[C:17]([O:19][CH2:20][CH3:21])=[O:18])[N:15]=1)[C:2]1[CH:7]=[CH:6][CH:5]=[CH:4][CH:3]=1 |f:2.3,6.7.8|. The solvent is C(C)O (ethanol). Starting materials: CCOCC, CN1CCCC1CO, Cc1ccccc1, COC(=O)C(O)(c1cccs1)c1cccs1, [Na]. The product is CN1CCCC1COC(=O)C(O)(c1cccs1)c1cccs1. Reaction SMILES: [CH2:33]([O:34][CH2:35][CH3:36])[CH3:37].[CH3:1][N:2]1[CH:3]([CH2:7][OH:8])[CH2:4][CH2:5][CH2:6]1.[CH3:26][c:27]1[cH:28][cH:29][cH:30][cH:31][cH:32]1.[CH3:9][O:10][C:11]([C:12]([c:13]1[s:14][cH:15][cH:16][cH:17]1)([c:18]1[s:19][cH:20][cH:21][cH:22]1)[OH:23])=[O:24].[Na:25]>>[CH3:1][N:2]1[CH:3]([CH2:7][O:8][C:11](=[O:10])[C:12]([c:13]2[s:14][cH:15][cH:16][cH:17]2)([c:18]2[s:19][cH:20][cH:21][cH:22]2)[OH:23])[CH2:4][CH2:5][CH2:6]1. As a reaction SMILES: [C:1]([O:5][C:6]([NH:8][CH2:9][CH2:10][NH2:11])=[O:7])(C)(C)[CH3:2].C(N(C(C)C)CC)(C)C.[CH3:21][Si:22](CCOC([Cl:30])=O)([CH3:24])[CH3:23]>C1COCC1.ClCCl>[ClH:30].[CH3:21][Si:22]([CH2:2][CH2:1][O:5][C:6]([NH:8][CH2:9][CH2:10][NH2:11])=[O:7])([CH3:24])[CH3:23] |f:5.6|. Conditions: temperature 0 celsius, time 30 minute. The product is Cl.C[Si](C)(C)CCOC(=O)NCCN (N-(Trimethylsilylethoxycarbonyl)-1,2-diaminoethanehydrochloride). Reported procedure: N-(t-Butyloxycarbonyl)-1,2-diaminoethane (8.0 g, 50 mmol) is dissolved in THF (200 mL), diisopropylethylamine (6.5 g, 50 mmol) is added and the solution cooled to 0° C. To this cold solution is added dropwise trimethylsilylethoxycarbonylchloride (9.0 g, 50 mmol) over 10 minutes. After stirring an additional 30 minutes the reaction is filtered and the filtrate is evaporated to an oil. This oil is dissolved in 100 mL of diethyl ether and washed with dilute HCl solution (3×25 mL), dried, filtered a... The solvent is ClCCl (dichloromethane), C1CCOC1 (THF). The reactants are C(C)(C)N(CC)C(C)C (diisopropylethylamine), C(C)(C)(C)OC(=O)NCCN (N-(t-Butyloxycarbonyl)-1,2-diaminoethane), C[Si](C)(C)CCOC(=O)Cl (trimethylsilylethoxycarbonylchloride). Reactants: C1(CC1)C=1C(=CC(=NC1)C(=O)NC(C(=O)O)(C)C1=NOC(=N1)C)OCC(F)(F)F (2-[[5-cyclopropyl-4-(2,2,2-trifluoroethoxy)pyridine-2-carbonyl]amino]-2-(5-methyl-1,2,4-oxadiazol-3-yl)propanoic acid), FC1(CNC1)F (3,3-Difluoro-azetidine), Cl (hydrochloride). Product: C1(CC1)C=1C(=CC(=NC1)C(=O)NC(C(=O)N1CC(C1)(F)F)(C)C1=NOC(=N1)C)OCC(F)(F)F (5-cyclopropyl-N-[1-(3,3-difluoroazetidin-1-yl)-2-(5-methyl-1,2,4-oxadiazol-3-yl)-1-oxopropan-2-yl]-4-(2,2,2-trifluoroethoxy)pyridine-2-carboxamide). RXN SMILES: [CH:1]1([C:4]2[C:5]([O:24][CH2:25][C:26]([F:29])([F:28])[F:27])=[CH:6][C:7]([C:10]([NH:12][C:13]([C:18]3[N:22]=[C:21]([CH3:23])[O:20][N:19]=3)([CH3:17])[C:14]([OH:16])=O)=[O:11])=[N:8][CH:9]=2)[CH2:3][CH2:2]1.[F:30][C:31]1([F:35])[CH2:34][NH:33][CH2:32]1.Cl>>[CH:1]1([C:4]2[C:5]([O:24][CH2:25][C:26]([F:29])([F:27])[F:28])=[CH:6][C:7]([C:10]([NH:12][C:13]([C:18]3[N:22]=[C:21]([CH3:23])[O:20][N:19]=3)([CH3:17])[C:14]([N:33]3[CH2:34][C:31]([F:35])([F:30])[CH2:32]3)=[O:16])=[O:11])=[N:8][CH:9]=2)[CH2:3][CH2:2]1. Procedure details: The title compound was synthesized in analogy to Example 112e, using 2-[[5-cyclopropyl-4-(2,2,2-trifluoroethoxy)pyridine-2-carbonyl]amino]-2-(5-methyl-1,2,4-oxadiazol-3-yl)propanoic acid (Example 147c) and 3,3-Difluoro-azetidine; hydrochloride (CAN 288315-03-7) as starting materials and isolated (18 mg, 24%); MS (ESI, m/z): 490.5 (M+H+).